describe an organic reaction: reactants, conditions, products, and yield From a dataset of the Open Reaction Database (ORD), a public repository of structured organic reaction records. As a reaction SMILES: [C:1]([C:3]1[CH:36]=[CH:35][C:6]([CH2:7][C@@:8]2([CH3:34])[N:12]3[C:13]([S:16]([NH:19][C@@H:20]([CH3:24])[C:21]([OH:23])=O)(=[O:18])=[O:17])=[CH:14][N:15]=[C:11]3[N:10]([C:25]3[CH:30]=[C:29]([Cl:31])[CH:28]=[C:27]([Cl:32])[CH:26]=3)[C:9]2=[O:33])=[CH:5][CH:4]=1)#[N:2].CN(C(ON1N=NC2C=CC=CC1=2)=[N+](C)C)C.[B-](F)(F)(F)F.Cl.[NH2:60][C@@H:61]([C:63]([NH2:65])=[O:64])[CH3:62].C(N(CC)C(C)C)(C)C>CN(C=O)C.CCOC(C)=O>[C:63]([C@H:61]([NH:60][C:21](=[O:23])[C@@H:20]([NH:19][S:16]([C:13]1[N:12]2[C@@:8]([CH2:7][C:6]3[CH:5]=[CH:4][C:3]([C:1]#[N:2])=[CH:36][CH:35]=3)([CH3:34])[C:9](=[O:33])[N:10]([C:25]3[CH:30]=[C:29]([Cl:31])[CH:28]=[C:27]([Cl:32])[CH:26]=3)[C:11]2=[N:15][CH:14]=1)(=[O:17])=[O:18])[CH3:24])[CH3:62])(=[O:64])[NH2:65] |f:1.2,3.4|. Run at time 10 minute. Solvent: CN(C)C=O (DMF), CCOC(=O)C (EtOAc). The reactants are CN(C)C(=[N+](C)C)ON1C2=C(C=CC=C2)N=N1.[B-](F)(F)(F)F (TBTU), C(C)(C)N(C(C)C)CC (N,N-diisopropylethylamine), C(#N)C1=CC=C(C[C@@]2(C(N(C=3N2C(=CN3)S(=O)(=O)N[C@H](C(=O)O)C)C3=CC(=CC(=C3)Cl)Cl)=O)C)C=C1 ((S)-2-[(R)-5-(4-Cyano-benzyl)-7-(3,5-dichloro-phenyl)-5-methyl-6-oxo-6,7-dihydro-5H-imidazo[1,2-a]imidazole-3-sulfonylamino]-propionic acid), Cl.N[C@H](C)C(=O)N (D-alaninamide hydrochloride). Product: C(N)(=O)[C@@H](C)NC([C@H](C)NS(=O)(=O)C1=CN=C2N1[C@](C(N2C2=CC(=CC(=C2)Cl)Cl)=O)(C)CC2=CC=C(C=C2)C#N)=O ((S)—N—((R)-1-carbamoyl-ethyl)-2-[(R)-5-(4-cyano-benzyl)-7-(3,5-dichloro-phenyl)-5-methyl-6-oxo-6,7-dihydro-5H-imidazo[1,2-a]imidazole-3-sulfonylamino]-propionamide). The yield is 62.2%. Procedure: (S)-2-[(R)-5-(4-Cyano-benzyl)-7-(3,5-dichloro-phenyl)-5-methyl-6-oxo-6,7-dihydro-5H-imidazo[1,2-a]imidazole-3-sulfonylamino]-propionic acid (see Example 14) (0.05 g, 0.091 mmol) was dissolved in anhydrous DMF (2 mL) and TBTU (0.044 g, 0.137 mmol) was added to the reaction solution. The reaction mixture was stirred at room temperature for 10 min and D-alaninamide hydrochloride (0.017 g, 0.137 mmol) was added to the mixture followed by N,N-diisopropylethylamine (0.039 mL, 0.227 mmol). The reaction... The reactants are ClC1=C(C(=O)OC(C)C)C=C(C(=C1)F)N1C(=NC(=CC1=O)C(C(F)(F)F)(F)F)Cl (isopropyl 2-chloro-5-[2-chloro-6-oxo-4-pentafluoroethyl-1(6H)-pyrimidinyl]-4-fluorobenzoate), [Na] (sodium). The solvent is C(C)(C)O (isopropanol). The product is ClC1=C(C(=O)OC(C)C)C=C(C(=C1)F)N1C(=NC(=CC1=O)C(C(F)(F)F)(F)F)OC(C)C (isopropyl 2-chloro-4-fluoro-5-[2-isopropoxy-6 -oxo-4-pentafluoroethyl-1(6H)-pyrimidinyl]-benzoate). As a reaction SMILES: [Cl:1][C:2]1[CH:13]=[C:12]([F:14])[C:11]([N:15]2[C:20](=[O:21])[CH:19]=[C:18]([C:22]([F:28])([F:27])[C:23]([F:26])([F:25])[F:24])[N:17]=[C:16]2Cl)=[CH:10][C:3]=1[C:4]([O:6][CH:7]([CH3:9])[CH3:8])=[O:5].[Na]>C(O)(C)C>[Cl:1][C:2]1[CH:13]=[C:12]([F:14])[C:11]([N:15]2[C:20](=[O:21])[CH:19]=[C:18]([C:22]([F:27])([F:28])[C:23]([F:25])([F:24])[F:26])[N:17]=[C:16]2[O:6][CH:7]([CH3:9])[CH3:8])=[CH:10][C:3]=1[C:4]([O:6][CH:7]([CH3:9])[CH3:8])=[O:5] |^1:29|. Procedure: using isopropyl 2-chloro-5-[2-chloro-6-oxo-4-pentafluoroethyl-1(6H)-pyrimidinyl]-4-fluorobenzoate and sodium isopropylate in isopropanol there is obtained isopropyl 2-chloro-4-fluoro-5-[2-isopropoxy-6 -oxo-4-pentafluoroethyl-1(6H)-pyrimidinyl]-benzoate, 1H-NMR (CDCl3, 400 MHz): 7 83 ppm (d,1H), 7.39 ppm (d,1H), 6.64 ppm (s,1H), 5.34 ppm (m,1H), 5.27 ppm (m,1H), 1.39 ppm (d,3H), 1.38 ppm (d,3H), 1.28 ppm (d,3H), 1.27 ppm (d,3H); The reactants are Cl, Cl, Cl, NC1CCC(CCN2CCN(c3nccc4c3CCO4)CC2)CC1, O=C(O)Cc1noc2ccccc12. The product is O=C(Cc1noc2ccccc12)NC1CCC(CCN2CCN(c3nccc4c3CCO4)CC2)CC1. Reaction SMILES: [ClH:1].[ClH:2].[ClH:3].[O:4]1[CH2:5][CH2:6][c:7]2[c:8]([N:13]3[CH2:14][CH2:15][N:16]([CH2:19][CH2:20][CH:21]4[CH2:22][CH2:23][CH:24]([NH2:27])[CH2:25][CH2:26]4)[CH2:17][CH2:18]3)[n:9][cH:10][cH:11][c:12]21.[o:28]1[n:29][c:30]([CH2:37][C:38](=[O:39])[OH:40])[c:31]2[c:32]1[cH:33][cH:34][cH:35][cH:36]2>>[O:4]1[CH2:5][CH2:6][c:7]2[c:8]([N:13]3[CH2:14][CH2:15][N:16]([CH2:19][CH2:20][CH:21]4[CH2:22][CH2:23][CH:24]([NH:27][C:38]([CH2:37][c:30]5[n:29][o:28][c:32]6[c:31]5[cH:36][cH:35][cH:34][cH:33]6)=[O:39])[CH2:25][CH2:26]4)[CH2:17][CH2:18]3)[n:9][cH:10][cH:11][c:12]21. Reported procedure: A mixture of 116 mg of 17α-acetoxy-6-chloro-2-oxapregna-4,6-diene-3,20-dione, 0.5 ml of an about 28% methanol solution of sodium methylate, 0.1 ml of tetrahydrofuran and 5 ml of methanol was heated at 70° C. for 10 minutes. Water was added to the reaction mixture, and the mixture was extracted with ethyl acetate. The extract was washed with a 30% aqueous solution of hydrogen chloride and then with a saturated aqueous solution of sodium hydrogen carbonate, and dried over anhydrous magnesium sulfa... Yields the product ClC1=C[C@H]2[C@@H]3CC[C@](C(C)=O)([C@]3(CC[C@@H]2[C@]2(COC(C=C12)=O)C)C)O (6-chloro-17α-hydroxy-2-oxapregna-4,6-diene-3,20-dione). Reactants: C(C)(=O)O[C@]1(C(C)=O)CC[C@H]2[C@@H]3C=C(C4=CC(OC[C@]4(C)[C@H]3CC[C@]12C)=O)Cl (17α-acetoxy-6-chloro-2-oxapregna-4,6-diene-3,20-dione), CO (methanol), C[O-].[Na+] (sodium methylate), O1CCCC1 (tetrahydrofuran), CO (methanol). Reaction conditions: temperature 70 celsius. Isolated yield 67.3%. RXN SMILES: C([O:4][C@:5]1([C@:25]2([CH3:26])[C@H:11]([C@H:12]3[C@H:22]([CH2:23][CH2:24]2)[C@:20]2([CH3:21])[C:15](=[CH:16][C:17](=[O:27])[O:18][CH2:19]2)[C:14]([Cl:28])=[CH:13]3)[CH2:10][CH2:9]1)[C:6](=[O:8])[CH3:7])(=O)C.CO.C[O-].[Na+].O1CCCC1>O>[Cl:28][C:14]1[C:15]2[C@:20]([CH3:21])([CH2:19][O:18][C:17](=[O:27])[CH:16]=2)[C@@H:22]2[C@H:12]([C@H:11]3[C@:25]([CH3:26])([CH2:24][CH2:23]2)[C@@:5]([OH:4])([C:6](=[O:8])[CH3:7])[CH2:9][CH2:10]3)[CH:13]=1 |f:2.3|. Solvent: O (Water). The reactants are N#Cc1ccc(N(CC(=O)O)CC(F)(F)F)cc1C(F)(F)F, CN(C)N. Yields the product CN(C)NC(=O)CN(CC(F)(F)F)c1ccc(C#N)c(C(F)(F)F)c1. As a reaction SMILES: [C:1](#[N:2])[c:3]1[c:4]([C:19]([F:20])([F:21])[F:22])[cH:5][c:6]([N:9]([CH2:10][C:11](=[O:12])[OH:13])[CH2:14][C:15]([F:16])([F:17])[F:18])[cH:7][cH:8]1.[CH3:23][N:24]([CH3:25])[NH2:26]>>[C:1](#[N:2])[c:3]1[c:4]([C:19]([F:20])([F:21])[F:22])[cH:5][c:6]([N:9]([CH2:10][C:11](=[O:12])[NH:26][N:24]([CH3:23])[CH3:25])[CH2:14][C:15]([F:16])([F:17])[F:18])[cH:7][cH:8]1. Reactants: C1(CCCC1)NC1=NN=C(S1)NC(=O)C1=CC=C(O[C@H]2CC[C@H](CC2)C(=O)OC)C=C1 (methyl cis-4-[4-(5-cyclopentylamino[1.3.4]thiadiazol-2-ylcarbamoyl)-phenoxy]cyclohexanecarboxylate), [OH-].[Na+] (sodium hydroxide). Run in O (water), O1CCCC1.CO (tetrahydrofuran methanol). Reaction conditions: time 18 hour. Product: C1(CCCC1)NC1=NN=C(S1)NC(=O)C1=CC=C(O[C@H]2CC[C@H](CC2)C(=O)O)C=C1 (cis-4-[4-(5-cyclopentylamino[1.3.4]thiadiazol-2-ylcarbamoyl)phenoxy]cyclohexanecarboxylic acid). The yield is 0.1%. As a reaction SMILES: [CH:1]1([NH:6][C:7]2[S:11][C:10]([NH:12][C:13]([C:15]3[CH:31]=[CH:30][C:18]([O:19][C@@H:20]4[CH2:25][CH2:24][C@H:23]([C:26]([O:28]C)=[O:27])[CH2:22][CH2:21]4)=[CH:17][CH:16]=3)=[O:14])=[N:9][N:8]=2)[CH2:5][CH2:4][CH2:3][CH2:2]1.[OH-].[Na+]>O1CCCC1.CO.O>[CH:1]1([NH:6][C:7]2[S:11][C:10]([NH:12][C:13]([C:15]3[CH:31]=[CH:30][C:18]([O:19][C@@H:20]4[CH2:25][CH2:24][C@H:23]([C:26]([OH:28])=[O:27])[CH2:22][CH2:21]4)=[CH:17][CH:16]=3)=[O:14])=[N:9][N:8]=2)[CH2:2][CH2:3][CH2:4][CH2:5]1 |f:1.2,3.4|. Procedure: 0.310 g of methyl cis-4-[4-(5-cyclopentylamino[1.3.4]thiadiazol-2-ylcarbamoyl)-phenoxy]cyclohexanecarboxylate (0.70 mmol, 1 eq.) is placed in 8 mL of a tetrahydrofuran/methanol mixture. 112 mg of sodium hydroxide (2.79 mmol, 4 eq.) dissolved in 6 mL of water are added and stirring is continued for 18 hours. The reaction medium is evaporated. The residue is taken up in water and washed twice with diethyl ether. The aqueous phase is partially concentrated and acidified with an aqueous 6% sulfur di... The reactants are ClCCl, Oc1ccc2cc(-c3ccc(F)cc3)ccc2c1, O=S(=O)(OS(=O)(=O)C(F)(F)F)C(F)(F)F, c1ccncc1. Yields the product O=S(=O)(Oc1ccc2cc(-c3ccc(F)cc3)ccc2c1)C(F)(F)F. Reaction SMILES: [Cl:34][CH2:35][Cl:36].[F:16][c:17]1[cH:18][cH:19][c:20](-[c:23]2[cH:24][c:25]3[cH:26][cH:27][c:28]([OH:33])[cH:29][c:30]3[cH:31][cH:32]2)[cH:21][cH:22]1.[F:1][C:2]([S:3](=[O:4])(=[O:5])[O:8][S:9](=[O:10])(=[O:11])[C:12]([F:13])([F:14])[F:15])([F:6])[F:7].[cH:37]1[cH:38][cH:39][n:40][cH:41][cH:42]1>>[O:8]([S:9](=[O:10])(=[O:11])[C:12]([F:13])([F:14])[F:15])[c:28]1[cH:27][cH:26][c:25]2[cH:24][c:23](-[c:20]3[cH:19][cH:18][c:17]([F:16])[cH:22][cH:21]3)[cH:32][cH:31][c:30]2[cH:29]1. Starting materials: [H][H] (Hydrogen), COC1=C(C=CC=C1OC1=C(C=CC=C1)C)C=CC(=O)O (3-[2-methoxy-3-(o-tolyloxy)phenyl]acrylic acid), C(C)(=O)O (acetic acid). Reagents/catalysts: [Pd] (palladium on carbon). Solvent: O1CCOCC1 (dioxane). Yields the product COC1=C(C=CC=C1OC1=C(C=CC=C1)C)CCC(=O)O (3-[2-methoxy-3-(o-tolyloxy)phenyl]propionic acid). Yield: 90.0%. As a reaction SMILES: [H][H].[CH3:3][O:4][C:5]1[C:10]([O:11][C:12]2[CH:17]=[CH:16][CH:15]=[CH:14][C:13]=2[CH3:18])=[CH:9][CH:8]=[CH:7][C:6]=1[CH:19]=[CH:20][C:21]([OH:23])=[O:22].C(O)(=O)C>[Pd].O1CCOCC1>[CH3:3][O:4][C:5]1[C:10]([O:11][C:12]2[CH:17]=[CH:16][CH:15]=[CH:14][C:13]=2[CH3:18])=[CH:9][CH:8]=[CH:7][C:6]=1[CH2:19][CH2:20][C:21]([OH:23])=[O:22]. Procedure: Hydrogen gas was introduced to a mixture of 3-[2-methoxy-3-(o-tolyloxy)phenyl]acrylic acid (17 g), palladium on carbon (5%, 3.4 g) and a small amount of glacial acetic acid in dioxane (200 ml) with stirring. The reaction mixture was filtered, and the filtrate was evaporated. The residue was pulverized with n-hexane to give 3-[2-methoxy-3-(o-tolyloxy)phenyl]propionic acid (15.4 g). mp 71°-75° C. Reactants: COC(=O)C1(OCC(CO1)CCCCON=C(C)C1=CC=C(C=C1)OCOC)C (Methyl-5-{4-[1-(4-methoxymethoxy-phenyl)-ethylideneaminooxy]-butyl}-2-methyl-[1,3]dioxane-2-carboxylate), Cl (hydrochloric acid). The solvent is C(C)(C)O (isopropyl alcohol). Run at temperature 50 celsius, time 20 hour. The product is COC(=O)C1(OCC(CO1)CCCCON=C(C)C1=CC=C(C=C1)O)C (Methyl-5-{4-[1-(4-hydroxy-phenyl)-ethylideneaminooxy]-butyl}-2-methyl-[1,3]dioxane-2-carboxylate). Isolated yield 14.9%. Reaction SMILES: [CH3:1][O:2][C:3]([C:5]1([CH3:29])[O:10][CH2:9][CH:8]([CH2:11][CH2:12][CH2:13][CH2:14][O:15][N:16]=[C:17]([C:19]2[CH:24]=[CH:23][C:22]([O:25]COC)=[CH:21][CH:20]=2)[CH3:18])[CH2:7][O:6]1)=[O:4].Cl>C(O)(C)C>[CH3:1][O:2][C:3]([C:5]1([CH3:29])[O:10][CH2:9][CH:8]([CH2:11][CH2:12][CH2:13][CH2:14][O:15][N:16]=[C:17]([C:19]2[CH:20]=[CH:21][C:22]([OH:25])=[CH:23][CH:24]=2)[CH3:18])[CH2:7][O:6]1)=[O:4]. Reported procedure: To a solution of Methyl-5-{4-[1-(4-methoxymethoxy-phenyl)-ethylideneaminooxy]-butyl}-2-methyl-[1,3]dioxane-2-carboxylate (prepared as per example 39) (1.5 g) in isopropyl alcohol was added concentrated hydrochloric acid and the reaction mixture was stirred at 50° C. for about 20 hours. Reaction mixture was cooled to ambient temperature and solvent was evaporated under reduced pressure on a rotavapor. Water was added to the residue and extracted with ethyl acetate. The combined organic extract wa... The reactants are CC=1C=2N(C=CC1Cl)C(=NN2)CC2CC2 (8-Methyl-3-cyclopropylmethyl-7-chloro[1,2,4]triazolo[4,3-a]pyridine), C(C)(C)(C)OC(=O)N1CCC(=CC1)B1OC(C)(C)C(C)(C)O1 (N-(tert-butoxycarbonyl)-3,6-dihydro-2H-pyridine-4-boronic acid pinacol ester), O1CCOCC1 (1,4-dioxane), C(C)(C)(C)OC(=O)N1CCC(=CC1)B1OC(C)(C)C(C)(C)O1 (N-(tert-butoxycarbonyl)-3,6-dihydro-2H-pyridine-4-boronic acid pinacol ester). Reagents/catalysts: C=1C=CC(=CC1)[P](C=2C=CC=CC2)(C=3C=CC=CC3)[Pd]([P](C=4C=CC=CC4)(C=5C=CC=CC5)C=6C=CC=CC6)([P](C=7C=CC=CC7)(C=8C=CC=CC8)C=9C=CC=CC9)[P](C=1C=CC=CC1)(C=1C=CC=CC1)C=1C=CC=CC1 (Pd(PPh3)4), C=1C=CC(=CC1)[P](C=2C=CC=CC2)(C=3C=CC=CC3)[Pd]([P](C=4C=CC=CC4)(C=5C=CC=CC5)C=6C=CC=CC6)([P](C=7C=CC=CC7)(C=8C=CC=CC8)C=9C=CC=CC9)[P](C=1C=CC=CC1)(C=1C=CC=CC1)C=1C=CC=CC1 (Pd(PPh3)4). Solvent: C(=O)(O)[O-].[Na+] (NaHCO3), C(=O)(O)[O-].[Na+] (NaHCO3), CCOC(=O)C.O (EtOAc H2O). Conditions: temperature 150 celsius. Yields the product C(C)(C)(C)OC(=O)N1CCC(=CC1)C1=C(C=2N(C=C1)C(=NN2)CC2CC2)C (4-(3-Cyclopropylmethyl-8-methyl-[1,2,4]triazolo[4,3-a]pyridin-7-yl)-3,6-dihydro-2H-pyridine-1-carboxylic acid tert-butyl ester). As a reaction SMILES: [CH3:1][C:2]1[C:3]2[N:4]([C:9]([CH2:12][CH:13]3[CH2:15][CH2:14]3)=[N:10][N:11]=2)[CH:5]=[CH:6][C:7]=1Cl.[C:16]([O:20][C:21]([N:23]1[CH2:28][CH:27]=[C:26](B2OC(C)(C)C(C)(C)O2)[CH2:25][CH2:24]1)=[O:22])([CH3:19])([CH3:18])[CH3:17].O1CCOCC1>C([O-])(O)=O.[Na+].CCOC(C)=O.O.C1C=CC([P]([Pd]([P](C2C=CC=CC=2)(C2C=CC=CC=2)C2C=CC=CC=2)([P](C2C=CC=CC=2)(C2C=CC=CC=2)C2C=CC=CC=2)[P](C2C=CC=CC=2)(C2C=CC=CC=2)C2C=CC=CC=2)(C2C=CC=CC=2)C2C=CC=CC=2)=CC=1>[C:16]([O:20][C:21]([N:23]1[CH2:24][CH:25]=[C:26]([C:7]2[CH:6]=[CH:5][N:4]3[C:9]([CH2:12][CH:13]4[CH2:15][CH2:14]4)=[N:10][N:11]=[C:3]3[C:2]=2[CH3:1])[CH2:27][CH2:28]1)=[O:22])([CH3:19])([CH3:17])[CH3:18] |f:3.4,5.6,^1:59,61,80,99|. Reported procedure: A mixture of D98 (0.358 mg, 1.614 mmol), N-(tert-butoxycarbonyl)-3,6-dihydro-2H-pyridine-4-boronic acid pinacol ester (0.6 g, 1.937 mmol) and Pd(PPh3)4 (0.0933 g, 0.0801 mmol) in NaHCO3, (3.5 ml, aqueous sat. solution) and 1,4-dioxane (9 ml) was heated at 150° C. under microwave irradiation for 5 min. After cooling, the mixture was refilled with additional N-(tert-butoxycarbonyl)-3,6-dihydro-2H-pyridine-4-boronic acid pinacol ester (0.5 g) and Pd(PPh3)4 (0.072 g) and NaHCO3, (1 ml, aqueous sat. ...